Dataset: the Open Reaction Database (ORD), a public repository of structured organic reaction records. Task: describe an organic reaction: reactants, conditions, products, and yield Reactants: Cc1ccc(-c2c(C#N)c(CC(C)C)nc3ccc(NCC(=O)OC(C)(C)C)cc23)cc1, O=C([O-])[O-], CI, [K+], [K+], C1CCOC1, O=C(O)C(F)(F)F. The product is COC(=O)CNc1ccc2nc(CC(C)C)c(C#N)c(-c3ccc(C)cc3)c2c1. RXN SMILES: [C:1](#[N:2])[c:3]1[c:4]([CH2:29][CH:30]([CH3:31])[CH3:32])[n:5][c:6]2[cH:7][cH:8][c:9]([NH:20][CH2:21][C:22](=[O:23])[O:24][C:25]([CH3:26])([CH3:27])[CH3:28])[cH:10][c:11]2[c:12]1-[c:13]1[cH:14][cH:15][c:16]([CH3:19])[cH:17][cH:18]1.[C:42](=[O:43])([O-:44])[O-:45].[CH3:40][I:41].[K+:46].[K+:47].[O:48]1[CH2:49][CH2:50][CH2:51][CH2:52]1.[OH:33][C:34]([C:35]([F:36])([F:37])[F:38])=[O:39]>>[C:1](#[N:2])[c:3]1[c:4]([CH2:29][CH:30]([CH3:31])[CH3:32])[n:5][c:6]2[cH:7][cH:8][c:9]([NH:20][CH2:21][C:22](=[O:23])[O:24][CH3:25])[cH:10][c:11]2[c:12]1-[c:13]1[cH:14][cH:15][c:16]([CH3:19])[cH:17][cH:18]1. Starting materials: CCOC(C)=O, [H][H], O=[N+]([O-])c1cc(-c2cccc(OC3CCCCO3)c2)cc2nn(C3CCCCO3)cc12. The product is Nc1cc(-c2cccc(OC3CCCCO3)c2)cc2nn(C3CCCCO3)cc12. Reaction SMILES: [CH3:34][CH2:35][O:36][C:37](=[O:38])[CH3:39].[H:32][H:33].[N+:1]([O-:2])(=[O:3])[c:4]1[c:5]2[cH:6][n:7]([CH:26]3[O:27][CH2:28][CH2:29][CH2:30][CH2:31]3)[n:8][c:9]2[cH:10][c:11](-[c:13]2[cH:14][c:15]([O:19][CH:20]3[O:21][CH2:22][CH2:23][CH2:24][CH2:25]3)[cH:16][cH:17][cH:18]2)[cH:12]1>>[NH2:1][c:4]1[c:5]2[cH:6][n:7]([CH:26]3[O:27][CH2:28][CH2:29][CH2:30][CH2:31]3)[n:8][c:9]2[cH:10][c:11](-[c:13]2[cH:14][c:15]([O:19][CH:20]3[O:21][CH2:22][CH2:23][CH2:24][CH2:25]3)[cH:16][cH:17][cH:18]2)[cH:12]1. Reactants: BrC1=CC(=C(C=C1)C1=CC=C(C=C1)CCC1(COC(OC1)(C)C)NC(C)=O)F (N-{5-[2-(4′-bromo-2′-fluorobiphenyl-4-yl)ethyl]-2,2-dimethyl-1,3-dioxan-5-yl}acetamide), C1(=CC=CC=C1)S (benzenethiol), C(C)(C)N(CC)C(C)C (diisopropylethylamine), O (Water). The reagents and catalysts are C1=CC=C(C=C1)/C=C/C(=O)/C=C/C2=CC=CC=C2.C1=CC=C(C=C1)/C=C/C(=O)/C=C/C2=CC=CC=C2.C1=CC=C(C=C1)/C=C/C(=O)/C=C/C2=CC=CC=C2.C(Cl)(Cl)Cl.[Pd].[Pd] (tris(dibenzylideneacetone)dipalladium(0) chloroform adduct), C1(=CC=CC=C1)P(C1=CC=CC=2C(C3=CC=CC(=C3OC12)P(C1=CC=CC=C1)C1=CC=CC=C1)(C)C)C1=CC=CC=C1 (4,5-bis(diphenylphosphino)-9,9-dimethylxanthene). Solvent: O1CCOCC1 (1,4-dioxane). Yields the product FC1=C(C=CC(=C1)SC1=CC=CC=C1)C1=CC=C(C=C1)CCC1(COC(OC1)(C)C)NC(C)=O (N-(5-{2-[2′-fluoro-4′-(phenylthio)biphenyl-4-yl]ethyl}-2,2-dimethyl-1,3-dioxan-5-yl)acetamide). Isolated yield 97.7%. As a reaction SMILES: Br[C:2]1[CH:7]=[CH:6][C:5]([C:8]2[CH:13]=[CH:12][C:11]([CH2:14][CH2:15][C:16]3([NH:24][C:25](=[O:27])[CH3:26])[CH2:21][O:20][C:19]([CH3:23])([CH3:22])[O:18][CH2:17]3)=[CH:10][CH:9]=2)=[C:4]([F:28])[CH:3]=1.[C:29]1([SH:35])[CH:34]=[CH:33][CH:32]=[CH:31][CH:30]=1.C(N(C(C)C)CC)(C)C.O>O1CCOCC1.C1C=CC(/C=C/C(/C=C/C2C=CC=CC=2)=O)=CC=1.C1C=CC(/C=C/C(/C=C/C2C=CC=CC=2)=O)=CC=1.C1C=CC(/C=C/C(/C=C/C2C=CC=CC=2)=O)=CC=1.C(Cl)(Cl)Cl.[Pd].[Pd].C1(P(C2C=CC=CC=2)C2C3OC4C(=CC=CC=4P(C4C=CC=CC=4)C4C=CC=CC=4)C(C)(C)C=3C=CC=2)C=CC=CC=1>[F:28][C:4]1[CH:3]=[C:2]([S:35][C:29]2[CH:34]=[CH:33][CH:32]=[CH:31][CH:30]=2)[CH:7]=[CH:6][C:5]=1[C:8]1[CH:13]=[CH:12][C:11]([CH2:14][CH2:15][C:16]2([NH:24][C:25](=[O:27])[CH3:26])[CH2:21][O:20][C:19]([CH3:23])([CH3:22])[O:18][CH2:17]2)=[CH:10][CH:9]=1 |f:5.6.7.8.9.10|. Procedure: A solution of N-{5-[2-(4′-bromo-2′-fluorobiphenyl-4-yl)ethyl]-2,2-dimethyl-1,3-dioxan-5-yl}acetamide (450 mg) of Reference Example 10, benzenethiol (121 mg), diisopropylethylamine (258 mg), tris(dibenzylideneacetone)dipalladium(0) chloroform adduct (25.9 mg) and 4,5-bis(diphenylphosphino)-9,9-dimethylxanthene (Xantphos) (29.8 mg) in 1,4-dioxane (5 mL) was heated under reflux for 8 hr under a nitrogen atmosphere. Water was added to the reaction mixture, and the mixture was extracted with ethyl ac... Procedure details: (3S)-1-[N-[3-[[(t-Butyloxy)carbonyl]amino]-2-hydroxy-4-phenylbutyl]-N-[(phenylmethoxy)carbonyl]-L-alanyl]-L-proline, t-butyl ester (550 mg, 0.86 mmol) was dissolved in methanol (35 ml) and hydrochloric acid (1N, 0.86 ml). Palladium on carbon catalyst (10%, 200 mg) was added and the solution was stirred under an atmosphere of hydrogen overnight, filtered through Hyflo and evaporated yielding 450 mg of the title compound. Product: Cl.C(C)(C)(C)OC(=O)NC(C(CN[C@@H](C)C(=O)N1[C@H](C(=O)OC(C)(C)C)CCC1)O)CC1=CC=CC=C1 (N-[3-[[(t-Butyloxy)carbonyl]amino]-2-hydroxy-4-phenylbutyl]-L-alanyl-L-proline, t-butyl ester, hydrochloride). Starting materials: C(C)(C)(C)OC(=O)N[C@H](C(CN([C@@H](C)C(=O)N1[C@H](C(=O)OC(C)(C)C)CCC1)C(=O)OCC1=CC=CC=C1)O)CC1=CC=CC=C1 ((3S)-1-[N-[3-[[(t-Butyloxy)carbonyl]amino]-2-hydroxy-4-phenylbutyl]-N-[(phenylmethoxy)carbonyl]-L-alanyl]-L-proline, t-butyl ester), Cl (hydrochloric acid). Conditions: time 8 hour. Reaction SMILES: [C:1]([O:5][C:6]([NH:8][C@@H:9]([CH2:40][C:41]1[CH:46]=[CH:45][CH:44]=[CH:43][CH:42]=1)[CH:10]([OH:39])[CH2:11][N:12](C(OCC1C=CC=CC=1)=O)[C@H:13]([C:15]([N:17]1[CH2:28][CH2:27][CH2:26][C@H:18]1[C:19]([O:21][C:22]([CH3:25])([CH3:24])[CH3:23])=[O:20])=[O:16])[CH3:14])=[O:7])([CH3:4])([CH3:3])[CH3:2].[ClH:47]>CO.[Pd]>[ClH:47].[C:1]([O:5][C:6]([NH:8][CH:9]([CH2:40][C:41]1[CH:42]=[CH:43][CH:44]=[CH:45][CH:46]=1)[CH:10]([OH:39])[CH2:11][NH:12][C@H:13]([C:15]([N:17]1[CH2:28][CH2:27][CH2:26][C@H:18]1[C:19]([O:21][C:22]([CH3:23])([CH3:25])[CH3:24])=[O:20])=[O:16])[CH3:14])=[O:7])([CH3:2])([CH3:3])[CH3:4] |f:4.5|. Reagents/catalysts: [Pd] (Palladium on carbon). The solvent is CO (methanol). Reactants: NC1=C(CCO)C=CC=C1 (2-aminophenethyl alcohol), BrBr (Br2). The solvent is C(C)(=O)O (acetic acid), C(C)(=O)O (acetic acid), C(C)(=O)O (acetic acid). Run at time 1 hour. Product: NC1=C(C=C(C=C1)Br)CCO (2-(2-amino-5-bromo-phenyl)-ethanol). Isolated yield 100.3%. RXN SMILES: [NH2:1][C:2]1[CH:10]=[CH:9][CH:8]=[CH:7][C:3]=1[CH2:4][CH2:5][OH:6].[Br:11]Br>C(O)(=O)C>[NH2:1][C:2]1[CH:10]=[CH:9][C:8]([Br:11])=[CH:7][C:3]=1[CH2:4][CH2:5][OH:6]. Procedure details: To a solution of 2-aminophenethyl alcohol (10.0 g, 72.9 mmol) in acetic acid (60 mL) at 10° C. was added Br2 (3.8 mL, 72.9 mmol) in acetic acid (5 mL). Additional acetic acid (30 mL) was added and the reaction was stirred for 1 hour. The mixture was filtered and the filter cake washed with diethyl ether. The solid was then partitioned between ethyl acetate and aqueous 3N NaOH. The organic layer was washed with brine, dried (Na2SO4), filtered and concentrated under reduced pressure to provide the... Reactants: CCO, C=Cc1ccc2c(-c3ccc(F)cc3)c(C(=O)OCC)c(C(C)C)nn12. Product: CCOC(=O)c1c(C(C)C)nn2c(CC)ccc2c1-c1ccc(F)cc1. RXN SMILES: [CH3:27][CH2:28][OH:29].[F:1][c:2]1[cH:3][cH:4][c:5](-[c:8]2[c:9]3[n:10]([n:11][c:12]([CH:19]([CH3:20])[CH3:21])[c:13]2[C:14](=[O:15])[O:16][CH2:17][CH3:18])[c:22]([CH:25]=[CH2:26])[cH:23][cH:24]3)[cH:6][cH:7]1>>[F:1][c:2]1[cH:3][cH:4][c:5](-[c:8]2[c:9]3[n:10]([n:11][c:12]([CH:19]([CH3:20])[CH3:21])[c:13]2[C:14](=[O:15])[O:16][CH2:17][CH3:18])[c:22]([CH2:25][CH3:26])[cH:23][cH:24]3)[cH:6][cH:7]1.